From a dataset of the Open Reaction Database (ORD), a public repository of structured organic reaction records. describe an organic reaction: reactants, conditions, products, and yield Reactants: OC1C(C(CCC1)OC)O[Si](C)(C)C(C)(C)C (racemic [1-Hydroxy-3-methoxy-2-cyclohexanoxy]tert-butyl-dimethylsilane), OC1C(C(CCC1)OC)O[Si](C)(C)C(C)(C)C (racemic [1-Hydroxy-3-methoxy-2-cyclohexanoxy]tert-butyl-dimethylsilane), C1(=CC=CC=C1)P(C1=CC=CC=C1)C1=CC=CC=C1 (triphenylphosphine), CC(C)OC(=O)/N=N/C(=O)OC(C)C (DIAD), C1(=CC=CC=C1)P(=O)(C1=CC=CC=C1)N=[N+]=[N-] (diphenylphosphoryl azide). Solvent: C1CCOC1 (THF). Product: N(=[N+]=[N-])C1C(C(CCC1)OC)O[Si](C)(C)C(C)(C)C (racemic [1-Azido-3-methoxy-2-cyclohexanoxy]tert-butyl-dimethylsilane). As a reaction SMILES: O[CH:2]1[CH2:7][CH2:6][CH2:5][CH:4]([O:8][CH3:9])[CH:3]1[O:10][Si:11]([C:14]([CH3:17])([CH3:16])[CH3:15])([CH3:13])[CH3:12].C1(P(C2C=CC=CC=2)C2C=CC=CC=2)C=CC=CC=1.CC(OC(/N=N/C(OC(C)C)=O)=O)C.C1(P([N:65]=[N+:66]=[N-:67])(C2C=CC=CC=2)=O)C=CC=CC=1>C1COCC1>[N:65]([CH:2]1[CH2:7][CH2:6][CH2:5][CH:4]([O:8][CH3:9])[CH:3]1[O:10][Si:11]([C:14]([CH3:17])([CH3:16])[CH3:15])([CH3:13])[CH3:12])=[N+:66]=[N-:67]. Reported procedure: To a solution of racemic [1-Hydroxy-3-methoxy-2-cyclohexanoxy]tert-butyl-dimethylsilane, 51f, (2.5 g; 9.6 mmol) in 60 mL of dry THF at room temperature was added, triphenylphosphine (5.0 g; 19.2 mmol), DIAD (3.9 g; 19.2 mmol) and diphenylphosphoryl azide (5.3 g; 19.2 mmol) and the reaction mixture was stirred at room temperature for 60 h. The solvent was concentrated in vacuo and the resultant oil was purified by silica gel chromatography (10% Et2O-Hexane to ether gradient) to afford 2.57 g of t... The reactants are ClCCC1=C(N=C2N(C1=O)C(=CC(=C2)C)C)C (3-(2-chloroethyl)-2,6,8-trimethyl-4H-pyrido[1,2-a]pyrimidin-4-one), C1(=CC(=CC=C1)N1CCNCC1)C (1-(m-tolyl)piperazine), Cl (hydrochloride). The solvent is C1(=CC=CC=C1)C (toluene). The product is Cl.Cl.C1(=CC(=CC=C1)N1CCN(CC1)CCC1=C(N=C2N(C1=O)C(=CC(=C2)C)C)C)C (3-[2-(4-m-Tolyl-1-piperazinyl)ethyl]-2,6,8-trimethyl-4H-pyrido[1,2-a]pyrimidin-4-one . dihydrochloride). As a reaction SMILES: [Cl:1][CH2:2][CH2:3][C:4]1[C:9](=[O:10])[N:8]2[C:11]([CH3:16])=[CH:12][C:13]([CH3:15])=[CH:14][C:7]2=[N:6][C:5]=1[CH3:17].[C:18]1([CH3:30])[CH:23]=[CH:22][CH:21]=[C:20]([N:24]2[CH2:29][CH2:28][NH:27][CH2:26][CH2:25]2)[CH:19]=1.[ClH:31]>C1(C)C=CC=CC=1>[ClH:1].[ClH:31].[C:18]1([CH3:30])[CH:23]=[CH:22][CH:21]=[C:20]([N:24]2[CH2:25][CH2:26][N:27]([CH2:2][CH2:3][C:4]3[C:9](=[O:10])[N:8]4[C:11]([CH3:16])=[CH:12][C:13]([CH3:15])=[CH:14][C:7]4=[N:6][C:5]=3[CH3:17])[CH2:28][CH2:29]2)[CH:19]=1 |f:4.5.6|. Procedure details: A mixture of 2.5 g of 3-(2-chloroethyl)-2,6,8-trimethyl-4H-pyrido[1,2-a]pyrimidin-4-one, 5.3 g of 1-(m-tolyl)piperazine and 20 ml of toluene was refluxed for 24 hours. After completion of the reaction, the reaction mixture was concentrated under reduced pressure, and the obtained residue was purified by means of column chromatography using alumina. The oil obtained from the eluate was converted into the hydrochloride, which was then recrystallized from ethanol to give 0.8 g of the desired compou...